describe an organic reaction: reactants, conditions, products, and yield From a dataset of the Open Reaction Database (ORD), a public repository of structured organic reaction records. Reactants: S(=O)(Cl)Cl (thionyl chloride), C(C)(C)(C)OC(=O)N[C@@]1([C@@H]2[C@H]([C@@H]2[C@@H](C1)SC1=NN=CN1)C(=O)OC(C)(C)C)C(=O)OC(C)(C)C (ditert-butyl (1R,2S,4R,5R,6R)-2-(tert-butoxycarbonylamino)-4-(4H-1,2,4-triazol-3-ylsulfanyl)bicyclo[3.1.0]hexane-2,6-dicarboxylate). Solvent: C(C)O (ethanol). Yields the product Cl.N[C@@]1([C@@H]2[C@H]([C@@H]2[C@@H](C1)SC1=NN=CN1)C(=O)OCC)C(=O)OCC (diethyl (1R,2S,4R,5R,6R)-2-amino-4-(4H-1,2,4-triazol-3-ylsulfanyl)bicyclo[3.1.0]hexane-2,6-dicarboxylate hydrochloride). RXN SMILES: S(Cl)([Cl:3])=O.C(OC([NH:12][C@@:13]1([C:32]([O:34][C:35](C)(C)[CH3:36])=[O:33])[CH2:18][C@@H:17]([S:19][C:20]2[NH:24][CH:23]=[N:22][N:21]=2)[C@@H:16]2[C@H:14]1[C@H:15]2[C:25]([O:27][C:28](C)(C)[CH3:29])=[O:26])=O)(C)(C)C>C(O)C>[ClH:3].[NH2:12][C@@:13]1([C:32]([O:34][CH2:35][CH3:36])=[O:33])[CH2:18][C@@H:17]([S:19][C:20]2[NH:24][CH:23]=[N:22][N:21]=2)[C@@H:16]2[C@H:14]1[C@H:15]2[C:25]([O:27][CH2:28][CH3:29])=[O:26] |f:3.4|. Procedure details: Add thionyl chloride (2.5 mL, 34.32 mmol) to a stirred solution of ditert-butyl (1R,2S,4R,5R,6R)-2-(tert-butoxycarbonylamino)-4-(4H-1,2,4-triazol-3-ylsulfanyl)bicyclo[3.1.0]hexane-2,6-dicarboxylate (2.1 g, 4.23 mmol) in ethanol (40 mL) at 0-5° C. dropwise over 5 minutes with caution (exothermic reaction). Remove the cooling bath and heat the reaction mixture at reflux temperature for 16 hours. Evaporate the volatiles and dry the residue under high vacuum for 7 hours to obtain a colorless foam of... The reactants are CCOC(=O)Oc1cccc(C(=O)O)c1, O, O=[N+]([O-])O, O=S(=O)(O)O. Yields the product CCOC(=O)Oc1ccc([N+](=O)[O-])c(C(=O)O)c1. RXN SMILES: [CH2:1]([CH3:2])[O:3][C:4](=[O:5])[O:6][c:7]1[cH:8][c:9]([C:10](=[O:11])[OH:12])[cH:13][cH:14][cH:15]1.[OH2:25].[OH:21][N+:22]([O-:23])=[O:24].[S:16](=[O:17])(=[O:18])([OH:19])[OH:20]>>[CH2:1]([CH3:2])[O:3][C:4](=[O:5])[O:6][c:7]1[cH:8][c:9]([C:10](=[O:11])[OH:12])[c:13]([N+:22](=[O:21])[O-:23])[cH:14][cH:15]1.